Dataset: the Open Reaction Database (ORD), a public repository of structured organic reaction records. Task: describe an organic reaction: reactants, conditions, products, and yield Starting materials: O=C([O-])[O-], CN(C)C=O, COc1cc(CCl)ccc1OCc1nc(-c2ccccc2)oc1C, Cl, [K+], [K+], CCOC(=O)c1cn(C)nc1O. Product: CCOC(=O)c1cn(C)nc1OCc1ccc(OCc2nc(-c3ccccc3)oc2C)c(OC)c1. As a reaction SMILES: [C:37](=[O:38])([O-:39])[O-:40].[CH3:44][N:45]([CH3:46])[CH:47]=[O:48].[Cl:13][CH2:14][c:15]1[cH:16][c:17]([O:35][CH3:36])[c:18]([O:19][CH2:20][c:21]2[n:22][c:23](-[c:27]3[cH:28][cH:29][cH:30][cH:31][cH:32]3)[o:24][c:25]2[CH3:26])[cH:33][cH:34]1.[ClH:43].[K+:41].[K+:42].[OH:1][c:2]1[n:3][n:4]([CH3:12])[cH:5][c:6]1[C:7](=[O:8])[O:9][CH2:10][CH3:11]>>[O:1]([c:2]1[n:3][n:4]([CH3:12])[cH:5][c:6]1[C:7](=[O:8])[O:9][CH2:10][CH3:11])[CH2:14][c:15]1[cH:16][c:17]([O:35][CH3:36])[c:18]([O:19][CH2:20][c:21]2[n:22][c:23](-[c:27]3[cH:28][cH:29][cH:30][cH:31][cH:32]3)[o:24][c:25]2[CH3:26])[cH:33][cH:34]1. Reactants: C1CCOC1, CC=CC(c1ccc(Br)cc1)C(C(=O)[O-])N(C)C(=O)OC(C)(C)C, CO, [Na+], [OH-]. Yields the product CC=CC(c1ccc(Br)cc1)C(NC(=O)OC(C)(C)C)C(=O)O. Reaction SMILES: [CH2:29]1[O:30][CH2:31][CH2:32][CH2:33]1.[CH3:1][N:2]([CH:3]([CH:4]([c:5]1[cH:6][cH:7][c:8]([Br:11])[cH:9][cH:10]1)[CH:12]=[CH:13][CH3:14])[C:15](=[O:16])[O-:17])[C:18](=[O:19])[O:20][C:21]([CH3:22])([CH3:23])[CH3:24].[CH3:25][OH:26].[Na+:28].[OH-:27]>>[NH:2]([CH:3]([CH:4]([c:5]1[cH:6][cH:7][c:8]([Br:11])[cH:9][cH:10]1)[CH:12]=[CH:13][CH3:14])[C:15](=[O:16])[OH:17])[C:18](=[O:19])[O:20][C:21]([CH3:22])([CH3:23])[CH3:24]. Starting materials: C([O-])([O-])=O.[K+].[K+] (potassium carbonate), [Br-].CCCCCCCC (octane bromide), [N+](=O)([O-])C1=C(C=CC(=C1)[N+](=O)[O-])F (2,4-dinitrofluorobenzene), C1(O)=CC=C(O)C=C1 (hydroquinone), C([O-])([O-])=O.[K+].[K+] (potassium carbonate). The solvent is CC(CC)=O (butanone), CC(CC)=O (butanone). Reaction conditions: time 2 hour. Yields the product [N+](=O)([O-])C1=C(OC2=CC=C(OCCCCCCCC)C=C2)C=CC(=C1)[N+](=O)[O-] (1-[4-(2,4-dinitrophenoxy)phenoxy]octane). Yield: 80.0%. RXN SMILES: [N+:1]([C:4]1[CH:9]=[C:8]([N+:10]([O-:12])=[O:11])[CH:7]=[CH:6][C:5]=1F)([O-:3])=[O:2].[C:14]1([CH:21]=[CH:20][C:18]([OH:19])=[CH:17][CH:16]=1)[OH:15].C(=O)([O-])[O-].[K+].[K+].[Br-].[CH3:29][CH2:30][CH2:31][CH2:32][CH2:33][CH2:34][CH2:35][CH3:36]>CC(=O)CC>[N+:1]([C:4]1[CH:9]=[C:8]([N+:10]([O-:12])=[O:11])[CH:7]=[CH:6][C:5]=1[O:15][C:14]1[CH:21]=[CH:20][C:18]([O:19][CH2:29][CH2:30][CH2:31][CH2:32][CH2:33][CH2:34][CH2:35][CH3:36])=[CH:17][CH:16]=1)([O-:3])=[O:2] |f:2.3.4,5.6|. Procedure details: In a 500 ml 2-necked bottle equipped with a condenser tube, butanone (200 ml), and then 2,4-dinitrofluorobenzene (18.60 g, 0.100 mol), hydroquinone (11.32 g, 0.100 mol), and potassium carbonate (15.26 g, 0.110 mol) were introduced. The mixture were agitated at room temperature for 2 hours. Then, potassium carbonate (15.26 g, 0.110 mol), octane bromide (27.41 g, 0.110 mol), and butanone (20 ml) were added to the bottle. The mixture were stirred at room temperature for 6 hours. Thereafter, distill... The reactants are F[B-](F)(F)F, Cc1onc(-c2ccccc2)c1COc1ccc(C(=O)O)nn1, CCN(C(C)C)C(C)C, CN(C)C=O, O, O=S1(=O)CCNCC1, CN(C)C(On1nnc2ccccc21)=[N+](C)C. Yields the product Cc1onc(-c2ccccc2)c1COc1ccc(C(=O)N2CCS(=O)(=O)CC2)nn1. As a reaction SMILES: [B-:24]([F:25])([F:26])([F:27])[F:28].[CH3:1][c:2]1[c:3]([CH2:13][O:14][c:15]2[cH:16][cH:17][c:18]([C:21](=[O:22])[OH:23])[n:19][n:20]2)[c:4](-[c:7]2[cH:8][cH:9][cH:10][cH:11][cH:12]2)[n:5][o:6]1.[CH:46]([N:47]([CH2:48][CH3:49])[CH:50]([CH3:51])[CH3:52])([CH3:53])[CH3:54].[O:63]=[CH:64][N:65]([CH3:66])[CH3:67].[OH2:68].[S:55]1(=[O:61])(=[O:62])[CH2:56][CH2:57][NH:58][CH2:59][CH2:60]1.[n:29]1([O:30][C:31]([N:32]([CH3:33])[CH3:34])=[N+:35]([CH3:36])[CH3:37])[c:38]2[cH:39][cH:40][cH:41][cH:42][c:43]2[n:44][n:45]1>>[CH3:1][c:2]1[c:3]([CH2:13][O:14][c:15]2[cH:16][cH:17][c:18]([C:21](=[O:23])[N:58]3[CH2:57][CH2:56][S:55](=[O:61])(=[O:62])[CH2:60][CH2:59]3)[n:19][n:20]2)[c:4](-[c:7]2[cH:8][cH:9][cH:10][cH:11][cH:12]2)[n:5][o:6]1. Reactants: C(C)OC(\C=C\C=C\CCC(C)[C@H]1CC[C@H]2[C@@H]3CC[C@@H]4C[C@@H](CC[C@]4(C)[C@H]3C[C@@H]([C@]12C)OC(C)=O)OC(C)=O)=O (7-(3α,12α-diacetoxy-5β-pregnane-20-yl)-trans,trans-2,4-heptadienoic acid ethyl ester), [OH-].[Na+] (sodium hydroxide), C (charcoal). The solvent is O (water). Yields the product O[C@H]1C[C@H]2CC[C@H]3[C@@H]4CC[C@H](C(C)C/C=C/C=C/CC(=O)O)[C@]4([C@H](C[C@@H]3[C@]2(CC1)C)O)C (7-(3α,12α-dihydroxy-5β-pregnane-20-yl)-trans,trans-3,5-heptadienoic acid). Isolated yield 69.1%. As a reaction SMILES: C([O:3][C:4](=[O:40])/[CH:5]=[CH:6]/[CH:7]=[CH:8]/[CH2:9][CH2:10][CH:11]([C@@H:13]1[C@:30]2([CH3:31])[C@H:16]([C@H:17]3[C@H:27]([CH2:28][C@@H:29]2[O:32]C(=O)C)[C@:25]2([CH3:26])[C@@H:20]([CH2:21][C@H:22]([O:36]C(=O)C)[CH2:23][CH2:24]2)[CH2:19][CH2:18]3)[CH2:15][CH2:14]1)[CH3:12])C.[OH-].[Na+].C>O>[OH:36][C@@H:22]1[CH2:23][CH2:24][C@@:25]2([CH3:26])[C@H:20]([CH2:19][CH2:18][C@@H:17]3[C@@H:27]2[CH2:28][C@H:29]([OH:32])[C@@:30]2([CH3:31])[C@H:16]3[CH2:15][CH2:14][C@@H:13]2[CH:11]([CH2:10]/[CH:9]=[CH:8]/[CH:7]=[CH:6]/[CH2:5][C:4]([OH:40])=[O:3])[CH3:12])[CH2:21]1 |f:1.2|. Reported procedure: A mixture of 7.25 g of 7-(3α,12α-diacetoxy-5β-pregnane-20-yl)-trans,trans-2,4-heptadienoic acid ethyl ester and 57 ml of 5N aqueous sodium hydroxide solution was stirred and refluxed for 1.5 hr. At the end of this time, 500 ml of water was added and the mixture heated to reflux. The cloudy solution was cooled, charcoal added and the mixture was filtered through a bed of diatomaceous earth. The filtrate was cooled to 0° and made acidic (pH3) by the dropwise addition of concentrated aqueous hydroc... Reactants: BrC=1C=C(C(=O)O)C=C(C1)S(F)(F)(F)(F)F (3-Bromo-5-(pentafluoro-λ6-sulphanyl)benzoic acid), N1(CCNCC1)C(=O)OC(C)(C)C (tert-butyl piperazine-1-carboxylate), [2-(2-aminoethyl)phenyl](chloro)palladiumdicyclohexyl-(2′,4′,6′-triisopropylbiphenyl-2-yl)phosphane tert-butyl methyl ether, C1(CCCCC1)P(C1=C(C=CC=C1)C1=C(C=C(C=C1C(C)C)C(C)C)C(C)C)C1CCCCC1 (dicyclohexyl(2′,4′,6′-triisopropylbiphenyl-2-yl)phosphane), CC(C)([O-])C.[Na+] (sodium tert-butoxide), [2-(2-aminoethyl)phenyl](chloro)palladiumdicyclohexyl-(2′,4′,6′-triisopropylbiphenyl-2-yl)phosphane tert-butyl methyl ether, C1(CCCCC1)P(C1=C(C=CC=C1)C1=C(C=C(C=C1C(C)C)C(C)C)C(C)C)C1CCCCC1 (dicyclohexyl(2′,4′,6′-triisopropylbiphenyl-2-yl)phosphane). Solvent: C1(=CC=CC=C1)C (toluene). Run at temperature 110 celsius, time 3 hour. Product: C(C)(C)(C)OC(=O)N1CCN(CC1)C=1C=C(C(=O)O)C=C(C1)S(F)(F)(F)(F)F (3-[4-(tert-Butoxycarbonyl)piperazin-1-yl]-5-(pentafluoro-λ6-sulphanyl)benzoic acid). As a reaction SMILES: Br[C:2]1[CH:3]=[C:4]([CH:8]=[C:9]([S:11]([F:16])([F:15])([F:14])([F:13])[F:12])[CH:10]=1)[C:5]([OH:7])=[O:6].[N:17]1([C:23]([O:25][C:26]([CH3:29])([CH3:28])[CH3:27])=[O:24])[CH2:22][CH2:21][NH:20][CH2:19][CH2:18]1.C1(P(C2CCCCC2)C2C=CC=CC=2C2C(C(C)C)=CC(C(C)C)=CC=2C(C)C)CCCCC1.CC(C)([O-])C.[Na+]>C1(C)C=CC=CC=1>[C:26]([O:25][C:23]([N:17]1[CH2:22][CH2:21][N:20]([C:2]2[CH:3]=[C:4]([CH:8]=[C:9]([S:11]([F:16])([F:15])([F:14])([F:13])[F:12])[CH:10]=2)[C:5]([OH:7])=[O:6])[CH2:19][CH2:18]1)=[O:24])([CH3:29])([CH3:27])[CH3:28] |f:3.4|. Procedure: 3.0 g (9.2 mmol) of the compound of Example 15A and 2.05 g (11.0 mmol) of tert-butyl piperazine-1-carboxylate were initially charged in 80 ml of toluene and the mixture was degassed with argon. 135 mg (0.18 mmol) of [2-(2-aminoethyl)phenyl](chloro)palladiumdicyclohexyl-(2′,4′,6′-triisopropylbiphenyl-2-yl)phosphane/tert-butyl methyl ether adduct, 87.5 mg (0.18 mmol) of dicyclohexyl(2′,4′,6′-triisopropylbiphenyl-2-yl)phosphane and 2.1 g (22.0 mmol) of sodium tert-butoxide were added successively t... Starting materials: C(C1=CC=CC=C1)OC1=CC=C(C=C1)C=1C(N2C=CC3=C(C2=C(C1)C(=O)O)SC=C3)=O (8-[p-(benzyloxy)phenyl]-7-oxo-7H-thieno[2,3-a]quinolizine-10-carboxylic acid), C1(CC1)CNCCOC (cyclopropylmethyl-(2-methoxy-ethyl)-amine), O=S(Cl)Cl (SOCl2), CN(C)C=O (DMF). Solvent: C1(=CC=CC=C1)C (toluene), C(C)N(CC)CC (triethylamine), ClCCl (dichloromethane). Product: C1(CC1)CN(C(=O)C=1C=C(C(N2C=CC3=C(C12)SC=C3)=O)C3=CC=C(C=C3)OCC3=CC=CC=C3)CCOC (8-(4-Benzyloxy-phenyl)-7-oxo-7H-thieno[2,3-a]quinolizine-10-carboxylic acid cyclopropylmethyl-(2-methoxy-ethyl)-amide). As a reaction SMILES: [CH2:1]([O:8][C:9]1[CH:14]=[CH:13][C:12]([C:15]2[C:16](=[O:31])[N:17]3[C:22](=[C:23]([C:25]([OH:27])=O)[CH:24]=2)[C:21]2[S:28][CH:29]=[CH:30][C:20]=2[CH:19]=[CH:18]3)=[CH:11][CH:10]=1)[C:2]1[CH:7]=[CH:6][CH:5]=[CH:4][CH:3]=1.O=S(Cl)Cl.CN(C=O)C.[CH:41]1([CH2:44][NH:45][CH2:46][CH2:47][O:48][CH3:49])[CH2:43][CH2:42]1>C1(C)C=CC=CC=1.ClCCl.C(N(CC)CC)C>[CH:41]1([CH2:44][N:45]([CH2:46][CH2:47][O:48][CH3:49])[C:25]([C:23]2[CH:24]=[C:15]([C:12]3[CH:13]=[CH:14][C:9]([O:8][CH2:1][C:2]4[CH:7]=[CH:6][CH:5]=[CH:4][CH:3]=4)=[CH:10][CH:11]=3)[C:16](=[O:31])[N:17]3[C:22]=2[C:21]2[S:28][CH:29]=[CH:30][C:20]=2[CH:19]=[CH:18]3)=[O:27])[CH2:43][CH2:42]1. Reported procedure: From 8-[p-(benzyloxy)phenyl]-7-oxo-7H-thieno[2,3-a]quinolizine-10-carboxylic acid with SOCl2 and DMF in toluene. Then treatment with triethylamine and cyclopropylmethyl-(2-methoxy-ethyl)-amine in dichloromethane. Reactants: Cc1cc(Br)cc(F)c1C(N)=O, O=C([O-])[O-], Cc1ccccc1, CCCCCCC, CCOC(C)=O, OB(O)C1CC1, C1CCC(P(C2CCCCC2)C2CCCCC2)CC1, [K+], [K+], NC(CO)(CO)CO, [NH4+], [OH-], O. Product: Cc1cc(C2CC2)cc(F)c1C(N)=O. Reaction SMILES: [Br:1][c:2]1[cH:3][c:4]([F:12])[c:5]([C:6](=[O:7])[NH2:8])[c:9]([CH3:11])[cH:10]1.[C:46](=[O:47])([O-:48])[O-:49].[CH3:54][c:55]1[cH:56][cH:57][cH:58][cH:59][cH:60]1.[CH3:62][CH2:63][CH2:64][CH2:65][CH2:66][CH2:67][CH3:68].[CH3:69][CH2:70][O:71][C:72](=[O:73])[CH3:74].[CH:13]1([B:16]([OH:17])[OH:18])[CH2:14][CH2:15]1.[CH:19]1([P:20]([CH:21]2[CH2:22][CH2:23][CH2:24][CH2:25][CH2:26]2)[CH:27]2[CH2:28][CH2:29][CH2:30][CH2:31][CH2:32]2)[CH2:33][CH2:34][CH2:35][CH2:36][CH2:37]1.[K+:50].[K+:51].[NH2:38][C:39]([CH2:40][OH:41])([CH2:42][OH:43])[CH2:44][OH:45].[NH4+:52].[OH-:53].[OH2:61]>>[c:2]1([CH:13]2[CH2:14][CH2:15]2)[cH:3][c:4]([F:12])[c:5]([C:6](=[O:7])[NH2:8])[c:9]([CH3:11])[cH:10]1. Reactants: C1CCOC1, ClC(Cl)Cl, Oc1cc(F)ccc1F, N, CCOC(=O)N=NC(=O)OCC, CC(C)C(=O)Nc1cccc(C2CCN(CCC(O)c3ccccc3)CC2)c1, c1ccc(P(c2ccccc2)c2ccccc2)cc1. Product: CC(C)C(=O)Nc1cccc(C2CCN(CCC(Oc3cc(F)ccc3F)c3ccccc3)CC2)c1. As a reaction SMILES: [CH2:70]1[O:71][CH2:72][CH2:73][CH2:74]1.[Cl:75][CH:76]([Cl:77])[Cl:78].[F:29][c:30]1[c:31]([OH:37])[cH:32][c:33]([F:36])[cH:34][cH:35]1.[NH3:69].[O:57]=[C:58]([O:59][CH2:60][CH3:61])[N:62]=[N:63][C:64]([O:65][CH2:66][CH3:67])=[O:68].[OH:1][CH:2]([CH2:3][CH2:4][N:5]1[CH2:6][CH2:7][CH:8]([c:11]2[cH:12][c:13]([NH:17][C:18]([CH:19]([CH3:20])[CH3:21])=[O:22])[cH:14][cH:15][cH:16]2)[CH2:9][CH2:10]1)[c:23]1[cH:24][cH:25][cH:26][cH:27][cH:28]1.[c:38]1([P:39]([c:40]2[cH:41][cH:42][cH:43][cH:44][cH:45]2)[c:46]2[cH:47][cH:48][cH:49][cH:50][cH:51]2)[cH:52][cH:53][cH:54][cH:55][cH:56]1>>[O:1]([CH:2]([CH2:3][CH2:4][N:5]1[CH2:6][CH2:7][CH:8]([c:11]2[cH:12][c:13]([NH:17][C:18]([CH:19]([CH3:20])[CH3:21])=[O:22])[cH:14][cH:15][cH:16]2)[CH2:9][CH2:10]1)[c:23]1[cH:24][cH:25][cH:26][cH:27][cH:28]1)[c:31]1[c:30]([F:29])[cH:35][cH:34][c:33]([F:36])[cH:32]1.